This data is from the Open Reaction Database (ORD), a public repository of structured organic reaction records. The task is: describe an organic reaction: reactants, conditions, products, and yield Reactants: C1(CCCCC1)N1CCNCC1 (1-cyclohexylpiperazine), CS(=O)(=O)OCC[C@]1(CN(CC1)C(CC1=C(C=CC=C1)OC)=O)C1=CC(=C(C=C1)Cl)Cl.C(C)#N (acetonitrile (S)-3-(2-methanesulfonyloxyethyl)-3-(3,4-dichlorophenyl)-1-[(2-methoxyphenyl)acetyl)pyrrolidine). Product: ClC=1C=C(C=CC1Cl)[C@]1(CN(CC1)C(CC1=C(C=CC=C1)OC)=O)CCN1CCN(CC1)C1CCCCC1 ((S)-3-(3,4-dichlorophenyl)-1-[(2-methoxyphenyl)acetyl]-3-[2-(4-cyclohexylpiperaz in-1-yl)ethyl]pyrrolidine). Reaction SMILES: [CH:1]1([N:7]2[CH2:12][CH2:11][NH:10][CH2:9][CH2:8]2)[CH2:6][CH2:5][CH2:4][CH2:3][CH2:2]1.CS(O[CH2:18][CH2:19][C@:20]1([C:36]2[CH:41]=[CH:40][C:39]([Cl:42])=[C:38]([Cl:43])[CH:37]=2)[CH2:24][CH2:23][N:22]([C:25](=[O:35])[CH2:26][C:27]2[CH:32]=[CH:31][CH:30]=[CH:29][C:28]=2[O:33][CH3:34])[CH2:21]1)(=O)=O.C(#N)C>>[Cl:43][C:38]1[CH:37]=[C:36]([C@:20]2([CH2:19][CH2:18][N:10]3[CH2:11][CH2:12][N:7]([CH:1]4[CH2:6][CH2:5][CH2:4][CH2:3][CH2:2]4)[CH2:8][CH2:9]3)[CH2:24][CH2:23][N:22]([C:25](=[O:35])[CH2:26][C:27]3[CH:32]=[CH:31][CH:30]=[CH:29][C:28]=3[O:33][CH3:34])[CH2:21]2)[CH:41]=[CH:40][C:39]=1[Cl:42] |f:1.2|. Procedure details: In 30 ml of acetonitrile (S)-3-(2-methanesulfonyloxyethyl)-3-(3,4-dichlorophenyl)-1-[(2-methoxyphenyl)acetyl)pyrrolidine (3.17 g), prepared as described, supra, is mixed with an equimolar amount of 1-cyclohexylpiperazine. The reaction mixture is then heated to reflux and refluxed for about ten hours. The mixture is then concentrated under vacuum and the residue is taken up in methylene chloride and washed with a 3N solution of hydrochloric acid, followed by a wash with brine. The organic fractio... Starting materials: [BH-](OC(=O)C)(OC(=O)C)OC(=O)C.[Na+] (NaBH(OAc)3), BrC1=C(C=O)C=CC(=C1)C(F)(F)F (2-bromo-4-(trifluoromethyl)benzaldehyde), ClC1=CC=C(C=C1)C1=CC=C(C=C1)N (4′-chloro-[1,1′-biphenyl]-4-amine), CC(=O)O (AcOH). Solvent: CCOC(=O)C (EtOAc), ClCCCl (DCE). Product: BrC1=C(CNC2=CC=C(C=C2)C2=CC=C(C=C2)Cl)C=CC(=C1)C(F)(F)F (N-(2-bromo-4-(trifluoromethyl)benzyl)-4′-chloro-[1,1′-biphenyl]-4-amine). Reaction SMILES: [BH-](OC(C)=O)(OC(C)=O)OC(C)=O.[Na+].[Br:15][C:16]1[CH:23]=[C:22]([C:24]([F:27])([F:26])[F:25])[CH:21]=[CH:20][C:17]=1[CH:18]=O.[Cl:28][C:29]1[CH:34]=[CH:33][C:32]([C:35]2[CH:40]=[CH:39][C:38]([NH2:41])=[CH:37][CH:36]=2)=[CH:31][CH:30]=1.CC(O)=O>CCOC(C)=O.ClCCCl>[Br:15][C:16]1[CH:23]=[C:22]([C:24]([F:27])([F:26])[F:25])[CH:21]=[CH:20][C:17]=1[CH2:18][NH:41][C:38]1[CH:37]=[CH:36][C:35]([C:32]2[CH:33]=[CH:34][C:29]([Cl:28])=[CH:30][CH:31]=2)=[CH:40][CH:39]=1 |f:0.1|. Procedure: Solid NaBH(OAc)3 (1.4 g, 6.8 mmol) was added to a DCE solution (10 mL) of 2-bromo-4-(trifluoromethyl)benzaldehyde (860 mg, 3.4 mmol), 4′-chloro-[1,1′-biphenyl]-4-amine (761 mg, 3.7 mmol), and AcOH (0.78 mL, 13.6 mmol) and the resulting mixture was stirred at room temperature. After 16 h the resulting mixture diluted with EtOAc washed with water and brine, dried (Na2SO4), dry-packed onto silica gel and purified via column chromatography to yield the title compound. The reactants are C(=O)(O)[O-].[Na+] (NaHCO3), FC(C1=CC=C(C(=O)O)C=C1)(F)F (4-(trifluoromethyl)benzoic acid), NC=1C=CC(=C(C(=O)O)C1)Cl (5-amino-2-chlorobenzoic acid), CN1CCOCC1 (NMM). Solvent: C(Cl)Cl (DCM). Reaction conditions: time 30 minute. Product: FC(C1=CC=C(C(=O)NC=2C=CC(=C(C(=O)O)C2)Cl)C=C1)(F)F (5-(4-(Trifluoromethyl)benzamido)-2-Chlorobenzoic acid). Yield: 87.8%. Reaction SMILES: [F:1][C:2]([F:13])([F:12])[C:3]1[CH:11]=[CH:10][C:6]([C:7]([OH:9])=O)=[CH:5][CH:4]=1.CN1CCOCC1.[NH2:21][C:22]1[CH:23]=[CH:24][C:25]([Cl:31])=[C:26]([CH:30]=1)[C:27]([OH:29])=[O:28].C([O-])(O)=O.[Na+]>C(Cl)Cl>[F:12][C:2]([F:1])([F:13])[C:3]1[CH:4]=[CH:5][C:6]([C:7]([NH:21][C:22]2[CH:23]=[CH:24][C:25]([Cl:31])=[C:26]([CH:30]=2)[C:27]([OH:29])=[O:28])=[O:9])=[CH:10][CH:11]=1 |f:3.4|. Reported procedure: To a suspension of 4-(trifluoromethyl)benzoic acid (1.0 g, 5.3 mmol) in DCM (20 mL) were added CDMT (1.1 g, 6.3 mmol) and NMM (2.3 mL, 21 mmol). The mixture was stirred at RT for 30 min under an argon atmosphere. 5-amino-2-chlorobenzoic acid (1.4 g, 7.9 mmol) was added and the mixture stirred at RT for additional 2 h. The reaction mixture was poured into saturated NaHCO3 solution and then extracted with DCM. The organic layer was dried (Na2SO4), filtered and the filtrate concentrated to afford t...